From a dataset of the Open Reaction Database (ORD), a public repository of structured organic reaction records. describe an organic reaction: reactants, conditions, products, and yield The reactants are C1CCOC1, [Li]CCCC, ClCCl, O=Cc1ccc([N+](=O)[O-])cc1, CCC[N+](=O)[O-]. Product: CCC(C(O)c1ccc([N+](=O)[O-])cc1)[N+](=O)[O-]. As a reaction SMILES: [CH2:23]1[O:24][CH2:25][CH2:26][CH2:27]1.[CH3:1][CH2:2][CH2:3][CH2:4][Li:5].[Cl:28][CH2:29][Cl:30].[N+:12](=[O:13])([O-:14])[c:15]1[cH:16][cH:17][c:18]([CH:19]=[O:20])[cH:21][cH:22]1.[N+:6](=[O:7])([O-:8])[CH2:9][CH2:10][CH3:11]>>[N+:6](=[O:7])([O-:8])[CH:9]([CH2:10][CH3:11])[CH:19]([c:18]1[cH:17][cH:16][c:15]([N+:12](=[O:13])[O-:14])[cH:22][cH:21]1)[OH:20]. Reactants: NC1=CC=C(C=C1)C1=NOC(=C1)COC(N)=O (carbamic acid 3-(4-amino-phenyl)-isoxazol-5-ylmethyl ester), FC1=CC=C(C=O)C=C1 (4-fluorobenzaldehyde). Yields the product FC1=CC=C(CNC2=CC=C(C=C2)C2=NOC(=C2)COC(N)=O)C=C1 (carbamic acid 3-[4-(4-fluoro-benzylamino)-phenyl]-isoxazol-5-ylmethyl ester). As a reaction SMILES: [NH2:1][C:2]1[CH:7]=[CH:6][C:5]([C:8]2[CH:12]=[C:11]([CH2:13][O:14][C:15](=[O:17])[NH2:16])[O:10][N:9]=2)=[CH:4][CH:3]=1.[F:18][C:19]1[CH:26]=[CH:25][C:22]([CH:23]=O)=[CH:21][CH:20]=1>>[F:18][C:19]1[CH:26]=[CH:25][C:22]([CH2:23][NH:1][C:2]2[CH:3]=[CH:4][C:5]([C:8]3[CH:12]=[C:11]([CH2:13][O:14][C:15](=[O:17])[NH2:16])[O:10][N:9]=3)=[CH:6][CH:7]=2)=[CH:21][CH:20]=1. Procedure details: An experiment was performed using the above-obtained carbamic acid 3-(4-amino-phenyl)-isoxazol-5-ylmethyl ester (150 mg, 0.64 mmol) as a starting material and 4-fluorobenzaldehyde (82 μl, 0.77 mmol) in the same manner as in Example 74.4 to obtain carbamic acid 3-[4-(4-fluoro-benzylamino)-phenyl]-isoxazol-5-ylmethyl ester.